Dataset: the Open Reaction Database (ORD), a public repository of structured organic reaction records. Task: describe an organic reaction: reactants, conditions, products, and yield Starting materials: C(=O)(OC(C)(C)C)NCCBr (2-(Boc-amino)-ethylbromide), C(C)C1=C(C(=CC(=C1)C1=NOC(=N1)C1=CC(=CC(=C1)C)CN(C)CC)C)O (2-ethyl-4-(5-{3-[(ethyl-methyl-amino)-methyl]-5-methyl-phenyl}-[1,2,4]oxadiazol-3-yl)-6-methyl-phenol), C(=O)([O-])[O-].[K+].[K+] (K2CO3). Run in C(C)#N (acetonitrile). Reaction conditions: temperature 70 celsius, time 16 hour. Product: C(C)N(C)CC=1C=C(C=C(C1)C)C1=NC(=NO1)C1=CC(=C(OCCN)C(=C1)C)C (2-[4-(5-{3-[(ethyl-methyl-amino)-methyl]-5-methyl-phenyl}-[1,2,4]oxadiazol-3-yl)-2,6-dimethyl-phenoxy]-ethylamine), C(=O)[O-] (formate). As a reaction SMILES: [C:1]([NH:8][CH2:9][CH2:10]Br)([O:3]C(C)(C)C)=[O:2].[CH2:12]([C:14]1[CH:19]=[C:18]([C:20]2[N:24]=[C:23]([C:25]3[CH:30]=[C:29]([CH3:31])[CH:28]=[C:27]([CH2:32][N:33]([CH2:35][CH3:36])[CH3:34])[CH:26]=3)[O:22][N:21]=2)[CH:17]=[C:16]([CH3:37])[C:15]=1[OH:38])C.C([O-])([O-])=O.[K+].[K+]>C(#N)C>[CH2:35]([N:33]([CH2:32][C:27]1[CH:26]=[C:25]([C:23]2[O:22][N:21]=[C:20]([C:18]3[CH:17]=[C:16]([CH3:37])[C:15]([O:38][CH2:10][CH2:9][NH2:8])=[C:14]([CH3:12])[CH:19]=3)[N:24]=2)[CH:30]=[C:29]([CH3:31])[CH:28]=1)[CH3:34])[CH3:36].[CH:1]([O-:3])=[O:2] |f:2.3.4|. Reported procedure: 2-(Boc-amino)-ethylbromide (66 mg, 285 μmol) was added to a suspension of 2-ethyl-4-(5-{3-[(ethyl-methyl-amino)-methyl]-5-methyl-phenyl}-[1,2,4]oxadiazol-3-yl)-6-methyl-phenol (52 mg, 142 μmol) and K2CO3 (60 mg, 427 μmol) in acetonitrile (2 mL). The mixture was stirred at 70° C. for 16 h before it was filtered. The filtrate was concentrated, dissolved in DCM (1 mL) and TFA (1 mL) and stirred at rt for 10 min. The mixture was again concentrated in vacuo and the crude product was purified by prep.... Starting materials: ClC1=C(C(=NC2=CC(=CC(=C12)F)F)N1[C@@H](CCC1)C(=O)OC(C)(C)C)C ((S)-tert-butyl 1-(4-chloro-5,7-difluoro-3-methylquinolin-2-yl)pyrrolidine-2-carboxylate), O1CCN(CC1)C=1C=C(C=NC1)N (5-morpholinopyridin-3-amine). Solvent: C1(=CC=CC=C1)C (toluene). The product is FC1=C2C(=C(C(=NC2=CC(=C1)F)N1[C@@H](CCC1)C(=O)OC(C)(C)C)C)NC=1C=NC=C(C1)N1CCOCC1 ((S)-tert-butyl 1-(5,7-difluoro-3-methyl-4-(5-morpholinopyridin-3-ylamino)quinolin-2-yl)pyrrolidine-2-carboxylate). As a reaction SMILES: Cl[C:2]1[C:11]2[C:6](=[CH:7][C:8]([F:13])=[CH:9][C:10]=2[F:12])[N:5]=[C:4]([N:14]2[CH2:18][CH2:17][CH2:16][C@H:15]2[C:19]([O:21][C:22]([CH3:25])([CH3:24])[CH3:23])=[O:20])[C:3]=1[CH3:26].[O:27]1[CH2:32][CH2:31][N:30]([C:33]2[CH:34]=[C:35]([NH2:39])[CH:36]=[N:37][CH:38]=2)[CH2:29][CH2:28]1>C1(C)C=CC=CC=1>[F:12][C:10]1[CH:9]=[C:8]([F:13])[CH:7]=[C:6]2[C:11]=1[C:2]([NH:39][C:35]1[CH:36]=[N:37][CH:38]=[C:33]([N:30]3[CH2:31][CH2:32][O:27][CH2:28][CH2:29]3)[CH:34]=1)=[C:3]([CH3:26])[C:4]([N:14]1[CH2:18][CH2:17][CH2:16][C@H:15]1[C:19]([O:21][C:22]([CH3:25])([CH3:24])[CH3:23])=[O:20])=[N:5]2. Procedure: Prepared according to Procedure H using (S)-tert-butyl 1-(4-chloro-5,7-difluoro-3-methylquinolin-2-yl)pyrrolidine-2-carboxylate (260 mg, 0.68 mmol) and 5-morpholinopyridin-3-amine in toluene to give (S)-tert-butyl 1-(5,7-difluoro-3-methyl-4-(5-morpholinopyridin-3-ylamino)quinolin-2-yl)pyrrolidine-2-carboxylate. 1H NMR (CDCl3) δ ppm 7.80 (1H, d, J=2.2 Hz), 7.65-7.75 (2H, m), 7.07-7.17 (1H, m), 6.90 (1H, br. s.), 6.60 (1H, ddd, J=13.1, 8.8, 2.5 Hz), 4.71 (1H, t, J=7.0 Hz), 3.83-3.94 (1H, m), 3.77-... The reactants are O=C(O)c1cccc2c1OCC2, O=C(O)C(F)(F)F, O=[N+]([O-])O. Yields the product O=C(O)c1cc([N+](=O)[O-])cc2c1OCC2. RXN SMILES: [O:5]1[c:6]2[c:7]([cH:10][cH:11][cH:12][c:13]2[C:14](=[O:15])[OH:16])[CH2:8][CH2:9]1.[OH:17][C:18]([C:19]([F:20])([F:21])[F:22])=[O:23].[OH:1][N+:2]([O-:3])=[O:4]>>[O-:1][N+:2](=[O:4])[c:11]1[cH:10][c:7]2[c:6]([c:13]([C:14](=[O:15])[OH:16])[cH:12]1)[O:5][CH2:9][CH2:8]2. The reactants are O=C([O-])[O-], [Cs+], [Cs+], CCCI, CN(C)C=O, CCC(O)CNS(=O)(=O)c1ccc(OC(F)(F)F)cc1. Product: CCCN(CC(O)CC)S(=O)(=O)c1ccc(OC(F)(F)F)cc1. RXN SMILES: [C:25](=[O:26])([O-:27])[O-:28].[Cs+:29].[Cs+:30].[I:21][CH2:22][CH2:23][CH3:24].[O:31]=[CH:32][N:33]([CH3:34])[CH3:35].[OH:1][CH:2]([CH2:3][NH:4][S:5](=[O:6])(=[O:7])[c:8]1[cH:9][cH:10][c:11]([O:14][C:15]([F:16])([F:17])[F:18])[cH:12][cH:13]1)[CH2:19][CH3:20]>>[OH:1][CH:2]([CH2:3][N:4]([S:5](=[O:6])(=[O:7])[c:8]1[cH:9][cH:10][c:11]([O:14][C:15]([F:16])([F:17])[F:18])[cH:12][cH:13]1)[CH2:22][CH2:23][CH3:24])[CH2:19][CH3:20]. The reactants are N1=CC=CC2=CC(=CC=C12)OCCOC1=CC=C(C=O)C=C1 (4-[2-(6-quinolinoxy)ethoxy]benzaldehyde), C(CC(=O)OC)(=O)OC (dimethyl malonate), C(C)(=O)[O-].[NH2+]1CCCCC1 (piperidinium acetate). Run in C1(=CC=CC=C1)C (toluene). Yields the product N1=CC=CC2=CC(=CC=C12)OCCOC1=CC=C(C=C(C(=O)OC)C(=O)OC)C=C1 (dimethyl 4-[2-(6-quinolinoxy)ethoxy]benzylidenemalonate). Yield: 87.0%. As a reaction SMILES: [N:1]1[C:10]2[C:5](=[CH:6][C:7]([O:11][CH2:12][CH2:13][O:14][C:15]3[CH:22]=[CH:21][C:18]([CH:19]=O)=[CH:17][CH:16]=3)=[CH:8][CH:9]=2)[CH:4]=[CH:3][CH:2]=1.[C:23]([O:30][CH3:31])(=[O:29])[CH2:24][C:25]([O:27][CH3:28])=[O:26].C([O-])(=O)C.[NH2+]1CCCCC1>C1(C)C=CC=CC=1>[N:1]1[C:10]2[C:5](=[CH:6][C:7]([O:11][CH2:12][CH2:13][O:14][C:15]3[CH:22]=[CH:21][C:18]([CH:19]=[C:24]([C:23]([O:30][CH3:31])=[O:29])[C:25]([O:27][CH3:28])=[O:26])=[CH:17][CH:16]=3)=[CH:8][CH:9]=2)[CH:4]=[CH:3][CH:2]=1 |f:2.3|. Reported procedure: To a solution of 4-[2-(6-quinolinoxy)ethoxy]benzaldehyde (1.25 g, 4.26 mmol) and dimethyl malonate (1.69 g, 12.78 mmol) in toluene (30 ml) is added a catalytic quantity of piperidinium acetate. Then the mixture is refluxed in a Dean-Stark trap for 8 hours. After cooled to room temperature, the solution was concentrated under a vacuum to give title compound (1.51 g, 87%). The reactants are CO, COC(=O)c1ccc(OC(c2cc(-c3ccccn3)oc2C)C2CCCCC2)cc1, Cl, [Li+], C1CCOC1, [OH-], O. The product is Cc1oc(-c2ccccn2)cc1C(Oc1ccc(C(=O)O)cc1)C1CCCCC1. Reaction SMILES: [CH3:35][OH:36].[CH:1]1([CH:7]([O:8][c:9]2[cH:10][cH:11][c:12]([C:13](=[O:14])[O:15][CH3:16])[cH:17][cH:18]2)[c:19]2[c:20]([CH3:30])[o:21][c:22](-[c:24]3[n:25][cH:26][cH:27][cH:28][cH:29]3)[cH:23]2)[CH2:2][CH2:3][CH2:4][CH2:5][CH2:6]1.[ClH:34].[Li+:31].[O:37]1[CH2:38][CH2:39][CH2:40][CH2:41]1.[OH-:32].[OH2:33]>>[CH:1]1([CH:7]([O:8][c:9]2[cH:10][cH:11][c:12]([C:13](=[O:14])[OH:15])[cH:17][cH:18]2)[c:19]2[c:20]([CH3:30])[o:21][c:22](-[c:24]3[n:25][cH:26][cH:27][cH:28][cH:29]3)[cH:23]2)[CH2:2][CH2:3][CH2:4][CH2:5][CH2:6]1. Starting materials: NO (Hydroxylamine), aqueous solution, BrC=1C=C(C#N)C=CC1 (3-bromobenzonitrile), C([O-])([O-])=O.[K+].[K+] (potassium carbonate). Solvent: CCO (EtOH). Reaction conditions: temperature 120 celsius. The product is BrC=1C=C(C=CC1)C(N)=NO (3-bromo-N′-hydroxybenzenecarboximidamide). Reaction SMILES: [NH2:1][OH:2].[Br:3][C:4]1[CH:5]=[C:6]([CH:9]=[CH:10][CH:11]=1)[C:7]#[N:8].C(=O)([O-])[O-].[K+].[K+]>CCO>[Br:3][C:4]1[CH:5]=[C:6]([C:7](=[N:1][OH:2])[NH2:8])[CH:9]=[CH:10][CH:11]=1 |f:2.3.4|. Procedure: Hydroxylamine (1.00 mL of a 50% aqueous solution, 16.3 mmol) was added to a solution of 3-bromobenzonitrile (750 mg, 4.12 mmol) and potassium carbonate (1.00 mg, 7.24 μmol) in EtOH (3.00 mL). The resulting mixture was heated to 120° C. in a sealed microwave vial for 40 min. After cooling to rt, the reaction mixture was concentrated in vacuo to afford the title compound i-3a. m/z (ES) 215 (MH)+. The reactants are CC[N+](CC)(CC)Cc1ccccc1, [Cl-], O=[N+]([O-])c1ccc(Cl)c(C(F)(F)F)c1, Cl, [Na+], C1CCOC1, [OH-], N#CCc1ccccc1. Yields the product N#CC(c1ccccc1)c1ccc([N+](=O)[O-])cc1C(F)(F)F. RXN SMILES: [CH2:28]([N+:29]([CH2:30][CH3:31])([CH2:32][CH3:33])[CH2:34][c:35]1[cH:36][cH:37][cH:38][cH:39][cH:40]1)[CH3:41].[Cl-:27].[Cl:1][c:2]1[c:3]([C:11]([F:12])([F:13])[F:14])[cH:4][c:5]([N+:8](=[O:9])[O-:10])[cH:6][cH:7]1.[ClH:26].[Na+:16].[O:42]1[CH2:43][CH2:44][CH2:45][CH2:46]1.[OH-:15].[c:17]1([CH2:23][C:24]#[N:25])[cH:18][cH:19][cH:20][cH:21][cH:22]1>>[c:2]1([CH:23]([c:17]2[cH:18][cH:19][cH:20][cH:21][cH:22]2)[C:24]#[N:25])[c:3]([C:11]([F:12])([F:13])[F:14])[cH:4][c:5]([N+:8](=[O:9])[O-:10])[cH:6][cH:7]1.